From a dataset of the Open Reaction Database (ORD), a public repository of structured organic reaction records. describe an organic reaction: reactants, conditions, products, and yield Starting materials: ClC1=NC=C(C(=N1)C1=CNC2=CC=CC=C12)C(F)(F)F (3-(2-chloro-5-(trifluoromethyl)pyrimidin-4-yl)-1H-indole), COC1=C(N)C=CC(=C1)N1CCC(CC1)N1CCN(CC1)C (2-methoxy-4-(4-(4-methylpiperazin-1-yl)piperidin-1-yl)aniline), ClC1=NC=C(C(=N1)C1=CNC2=CC=CC=C12)C(F)(F)F (3-(2-chloro-5-(trifluoromethyl)pyrimidin-4-yl)-1H-indole), COC1=C(N)C=CC(=C1)N1CCC(CC1)N1CCN(CC1)C (2-methoxy-4-(4-(4-methylpiperazin-1-yl)piperidin-1-yl)aniline). Product: N1C=C(C2=CC=CC=C12)C1=NC(=NC=C1C(F)(F)F)NC1=C(C=C(C=C1)N1CCC(CC1)N1CCN(CC1)C)OC (4-(1H-Indol-3-yl)-N-(2-methoxy-4-(4-(4-methylpiperazin-1-yl)piperidin-1-yl)phenyl)-5-(trifluoromethyl)pyrimidin-2-amine). As a reaction SMILES: Cl[C:2]1[N:7]=[C:6]([C:8]2[C:16]3[C:11](=[CH:12][CH:13]=[CH:14][CH:15]=3)[NH:10][CH:9]=2)[C:5]([C:17]([F:20])([F:19])[F:18])=[CH:4][N:3]=1.[CH3:21][O:22][C:23]1[CH:29]=[C:28]([N:30]2[CH2:35][CH2:34][CH:33]([N:36]3[CH2:41][CH2:40][N:39]([CH3:42])[CH2:38][CH2:37]3)[CH2:32][CH2:31]2)[CH:27]=[CH:26][C:24]=1[NH2:25]>>[NH:10]1[C:11]2[C:16](=[CH:15][CH:14]=[CH:13][CH:12]=2)[C:8]([C:6]2[C:5]([C:17]([F:20])([F:19])[F:18])=[CH:4][N:3]=[C:2]([NH:25][C:24]3[CH:26]=[CH:27][C:28]([N:30]4[CH2:35][CH2:34][CH:33]([N:36]5[CH2:37][CH2:38][N:39]([CH3:42])[CH2:40][CH2:41]5)[CH2:32][CH2:31]4)=[CH:29][C:23]=3[O:22][CH3:21])[N:7]=2)=[CH:9]1. Reported procedure: Starting materials: 3-(2-chloro-5-(trifluoromethyl)pyrimidin-4-yl)-1H-indole (INTERMEDIATE 4) and 2-methoxy-4-(4-(4-methylpiperazin-1-yl)piperidin-1-yl)aniline (INTERMEDIATE 27).